Dataset: the Open Reaction Database (ORD), a public repository of structured organic reaction records. Task: describe an organic reaction: reactants, conditions, products, and yield The reactants are CCc1c(C(=O)O)c(O)nc2ccccc12, c1ccc(Oc2ccccc2)cc1. Yields the product CCc1cc(O)nc2ccccc12. RXN SMILES: [CH2:1]([CH3:2])[c:3]1[c:4]([C:14]([OH:15])=[O:16])[c:5]([OH:13])[n:6][c:7]2[cH:8][cH:9][cH:10][cH:11][c:12]12.[O:17]([c:18]1[cH:19][cH:20][cH:21][cH:22][cH:23]1)[c:24]1[cH:25][cH:26][cH:27][cH:28][cH:29]1>>[CH2:1]([CH3:2])[c:3]1[cH:4][c:5]([OH:13])[n:6][c:7]2[cH:8][cH:9][cH:10][cH:11][c:12]12. Starting materials: S(O)(O)(=O)=O.NC=1C=C(C(C(=O)OC)=CC1)O (Methyl 4-aminosalicylate bisulfate), [OH-].[NH4+] (ammonium hydroxide). Solvent: CO (methanol). Run at time 8 hour. Product: NC=1C=C(C(C(=O)N)=CC1)O (4-aminosalicylamide). RXN SMILES: S(=O)(=O)(O)O.[NH2:6][C:7]1[CH:8]=[C:9]([OH:17])[C:10](=[CH:15][CH:16]=1)[C:11](OC)=[O:12].[OH-].[NH4+:19]>CO>[NH2:6][C:7]1[CH:8]=[C:9]([OH:17])[C:10](=[CH:15][CH:16]=1)[C:11]([NH2:19])=[O:12] |f:0.1,2.3|. Procedure: Methyl 4-aminosalicylate bisulfate (5 g) is suspended in 20 mL of methanol. To the solution, 20 mL of 28% ammonium hydroxide is added slowly until all solid is dissolved. The reaction mixture is stirred at ambient conditions overnight. Solvent is removed under reduced pressure and water is lyophilized. The residue is collected, washed with minimum amount of ice water and dried to yield 2.5 g of the product as off-white powders.